From a dataset of the Open Reaction Database (ORD), a public repository of structured organic reaction records. describe an organic reaction: reactants, conditions, products, and yield The reactants are ClCCl, ClCCl, CO, CN(C)c1ccncc1, COc1cc(C(=O)O)ccc1Cc1cn(C(F)F)c2ccc(NC(=O)OC3CCCC3)cc12, Cc1ccccc1S(N)(=O)=O. The product is COc1cc(C(=O)NS(=O)(=O)c2ccccc2C)ccc1Cc1cn(C(F)F)c2ccc(NC(=O)OC3CCCC3)cc12. RXN SMILES: [CH2:45]([Cl:46])[Cl:47].[CH2:59]([Cl:60])[Cl:61].[CH3:48][OH:49].[CH3:50][N:51]([CH3:52])[c:53]1[cH:54][cH:55][n:56][cH:57][cH:58]1.[F:1][CH:2]([n:3]1[cH:4][c:5]([CH2:21][c:22]2[c:23]([O:31][CH3:32])[cH:24][c:25]([C:26](=[O:27])[OH:28])[cH:29][cH:30]2)[c:6]2[cH:7][c:8]([NH:12][C:13](=[O:14])[O:15][CH:16]3[CH2:17][CH2:18][CH2:19][CH2:20]3)[cH:9][cH:10][c:11]12)[F:33].[c:34]1([CH3:44])[c:35]([S:40](=[O:41])(=[O:42])[NH2:43])[cH:36][cH:37][cH:38][cH:39]1>>[F:1][CH:2]([n:3]1[cH:4][c:5]([CH2:21][c:22]2[c:23]([O:31][CH3:32])[cH:24][c:25]([C:26](=[O:28])[NH:43][S:40]([c:35]3[c:34]([CH3:44])[cH:39][cH:38][cH:37][cH:36]3)(=[O:41])=[O:42])[cH:29][cH:30]2)[c:6]2[cH:7][c:8]([NH:12][C:13](=[O:14])[O:15][CH:16]3[CH2:17][CH2:18][CH2:19][CH2:20]3)[cH:9][cH:10][c:11]12)[F:33]. Reactants: FC1=C(C=CC(=C1)F)[C@@](CN1N=CN=C1)([C@@H](C)SC(CO)CO)O ((2R,3R)-2-(2,4-difluorophenyl)-3-[(1,3-dihydroxy-2-propyl)thio]-1-(1H-1,2,4-triazol-1-yl)-2-butanol), FC(C1=CC=C(/C=C/C=O)C=C1)(F)F (trans-4-(trifluoromethyl)cinnamaldehyde). Yields the product FC1=C(C=CC(=C1)F)[C@@](CN1N=CN=C1)([C@@H](C)S[C@H]1CO[C@@H](OC1)\C=C\C1=CC=C(C=C1)C(F)(F)F)O ((2R,3R)-2-(2,4-Difluorophenyl)-3-[[trans-2-[(E)-2-[4-(trifluoromethyl)phenyl]vinyl]-1,3-dioxan-5-yl]thio]-1-(1H-1,2,4-triazol-1-yl)-2-butanol), product. Yield: 62.0%. Reaction SMILES: [F:1][C:2]1[CH:7]=[C:6]([F:8])[CH:5]=[CH:4][C:3]=1[C@:9]([OH:24])([C@H:16]([S:18][CH:19]([CH2:22][OH:23])[CH2:20][OH:21])[CH3:17])[CH2:10][N:11]1[CH:15]=[N:14][CH:13]=[N:12]1.[F:25][C:26]([F:38])([F:37])[C:27]1[CH:36]=[CH:35][C:30](/[CH:31]=[CH:32]/[CH:33]=O)=[CH:29][CH:28]=1>>[F:1][C:2]1[CH:7]=[C:6]([F:8])[CH:5]=[CH:4][C:3]=1[C@:9]([OH:24])([C@H:16]([S:18][C@@H:19]1[CH2:20][O:21][C@@H:33](/[CH:32]=[CH:31]/[C:30]2[CH:35]=[CH:36][C:27]([C:26]([F:25])([F:37])[F:38])=[CH:28][CH:29]=2)[O:23][CH2:22]1)[CH3:17])[CH2:10][N:11]1[CH:15]=[N:14][CH:13]=[N:12]1. Procedure: Reaction and treatment were carried out in the same manner as in Example 4 using (2R,3R)-2-(2,4-difluorophenyl)-3-[(1,3-dihydroxy-2-propyl)thio]-1-(1H-1,2,4-triazol-1-yl)-2-butanol and trans-4-(trifluoromethyl)cinnamaldehyde as described in Reference example 22 to obtain the desired compound as a major product (yield: 62%). Physical data and spectral data coincided with those of the compound described in Example 2. The reactants are N#CC1(c2cccc(C(=O)O)c2)CCC1, CN(C)C=O, CN1CCCC1=O, O=C(Cl)C(=O)Cl, COc1ccc(N)cc1Oc1ccc2nc(NC(=O)C3CC3)cn2n1, C1CCOC1. Product: COc1ccc(NC(=O)c2cccc(C3(C#N)CCC3)c2)cc1Oc1ccc2nc(NC(=O)C3CC3)cn2n1. RXN SMILES: [C:1](#[N:2])[C:3]1([c:7]2[cH:8][c:9]([C:10](=[O:11])[OH:12])[cH:13][cH:14][cH:15]2)[CH2:4][CH2:5][CH2:6]1.[CH3:22][N:23]([CH3:24])[CH:25]=[O:26].[CH3:52][N:53]1[CH2:54][CH2:55][CH2:56][C:57]1=[O:58].[Cl:16][C:17]([C:18]([Cl:19])=[O:20])=[O:21].[NH2:27][c:28]1[cH:29][cH:30][c:31]([O:50][CH3:51])[c:32]([O:33][c:34]2[cH:35][cH:36][c:37]3[n:38]([n:39]2)[cH:40][c:41]([NH:43][C:44](=[O:45])[CH:46]2[CH2:47][CH2:48]2)[n:42]3)[cH:49]1.[O:59]1[CH2:60][CH2:61][CH2:62][CH2:63]1>>[C:1](#[N:2])[C:3]1([c:7]2[cH:8][c:9]([C:10](=[O:12])[NH:27][c:28]3[cH:29][cH:30][c:31]([O:50][CH3:51])[c:32]([O:33][c:34]4[cH:35][cH:36][c:37]5[n:38]([n:39]4)[cH:40][c:41]([NH:43][C:44](=[O:45])[CH:46]4[CH2:47][CH2:48]4)[n:42]5)[cH:49]3)[cH:13][cH:14][cH:15]2)[CH2:4][CH2:5][CH2:6]1. The reactants are CCOc1cc(C(=O)O)ccc1C(F)(F)F, CNOC, CN1CCOCC1, CCN=C=NCCCN(C)C, ClCCl, Cl, Cl, Cl, CN(C)C=O. The product is CCOc1cc(C(=O)N(C)OC)ccc1C(F)(F)F. As a reaction SMILES: [CH2:1]([CH3:2])[O:3][c:4]1[cH:5][c:6]([C:7](=[O:8])[OH:9])[cH:10][cH:11][c:12]1[C:13]([F:14])([F:15])[F:16].[CH3:18][NH:19][O:20][CH3:21].[CH3:22][N:23]1[CH2:24][CH2:25][O:26][CH2:27][CH2:28]1.[CH3:30][N:31]([CH3:32])[CH2:33][CH2:34][CH2:35][N:36]=[C:37]=[N:38][CH2:39][CH3:40].[Cl:42][CH2:43][Cl:44].[ClH:17].[ClH:29].[ClH:41].[O:45]=[CH:46][N:47]([CH3:48])[CH3:49]>>[CH2:1]([CH3:2])[O:3][c:4]1[cH:5][c:6]([C:7](=[O:9])[N:19]([CH3:18])[O:20][CH3:21])[cH:10][cH:11][c:12]1[C:13]([F:14])([F:15])[F:16]. Reactants: Cc1oc(-c2ccccc2)nc1COc1ccc(CCCC2OC(=O)NC2=O)cc1OC(C)C, [Cl-], [Cl-], [Cl-], [Cl-], ClCCl, Cl, [Ti+4]. The product is Cc1oc(-c2ccccc2)nc1COc1ccc(CCCC2OC(=O)NC2=O)cc1O. RXN SMILES: [CH:1]([CH3:2])([CH3:3])[O:4][c:5]1[cH:6][c:7]([CH2:25][CH2:26][CH2:27][CH:28]2[C:29](=[O:34])[NH:30][C:31](=[O:33])[O:32]2)[cH:8][cH:9][c:10]1[O:11][CH2:12][c:13]1[n:14][c:15](-[c:19]2[cH:20][cH:21][cH:22][cH:23][cH:24]2)[o:16][c:17]1[CH3:18].[Cl-:39].[Cl-:40].[Cl-:41].[Cl-:42].[Cl:36][CH2:37][Cl:38].[ClH:35].[Ti+4:43]>>[OH:4][c:5]1[cH:6][c:7]([CH2:25][CH2:26][CH2:27][CH:28]2[C:29](=[O:34])[NH:30][C:31](=[O:33])[O:32]2)[cH:8][cH:9][c:10]1[O:11][CH2:12][c:13]1[n:14][c:15](-[c:19]2[cH:20][cH:21][cH:22][cH:23][cH:24]2)[o:16][c:17]1[CH3:18]. The reactants are ClC1=NC=C(C=C1F)[C@@H]1OC(OC1)(C)C ((S)-2-Chloro-5-(2,2-dimethyl-1,3-dioxolan-4-yl)-3-fluoropyridine), C[C@@H]1N(CCNC1)C(=O)OC(C)(C)C ((S)-tert-butyl 2-methylpiperazine-1-carboxylate), CC(C)([O-])C.[Na+] (sodium tert-butoxide), C1(CCCCC1)P(C1=C(C=CC=C1)C1=C(C=C(C=C1C(C)C)C(C)C)C(C)C)C1CCCCC1 (2-dicyclohexylphosphino-2′,4′,6′-triisopropylbiphenyl). The reagents and catalysts are C=1C=CC(=CC1)/C=C/C(=O)/C=C/C2=CC=CC=C2.C=1C=CC(=CC1)/C=C/C(=O)/C=C/C2=CC=CC=C2.C=1C=CC(=CC1)/C=C/C(=O)/C=C/C2=CC=CC=C2.[Pd].[Pd] (tris(dibenzylideneacetone)dipalladium). Run in hexanes, hexanes, CCOC(=O)C (EtOAc), O (water), C1(=CC=CC=C1)C (toluene). Reaction conditions: temperature 25 celsius, time 1.5 hour. The product is C(C)(C)(C)OC(=O)N1[C@H](CN(CC1)C1=NC=C(C=C1F)[C@@H]1OC(OC1)(C)C)C ((S)-Tert-butyl-4-{5-[(S)-2,2-dimethyl-1,3-dioxolan-4-yl]-3-fluoropyridin-2-yl}-2-methylpiperazine-1-carboxylate). Isolated yield 62.6%. As a reaction SMILES: Cl[C:2]1[C:7]([F:8])=[CH:6][C:5]([C@H:9]2[CH2:13][O:12][C:11]([CH3:15])([CH3:14])[O:10]2)=[CH:4][N:3]=1.[CH3:16][C@H:17]1[CH2:22][NH:21][CH2:20][CH2:19][N:18]1[C:23]([O:25][C:26]([CH3:29])([CH3:28])[CH3:27])=[O:24].CC(C)([O-])C.[Na+].C1(P(C2CCCCC2)C2C=CC=CC=2C2C(C(C)C)=CC(C(C)C)=CC=2C(C)C)CCCCC1>C1(C)C=CC=CC=1.C1C=CC(/C=C/C(/C=C/C2C=CC=CC=2)=O)=CC=1.C1C=CC(/C=C/C(/C=C/C2C=CC=CC=2)=O)=CC=1.C1C=CC(/C=C/C(/C=C/C2C=CC=CC=2)=O)=CC=1.[Pd].[Pd].CCOC(C)=O.O>[C:26]([O:25][C:23]([N:18]1[CH2:19][CH2:20][N:21]([C:2]2[C:7]([F:8])=[CH:6][C:5]([C@H:9]3[CH2:13][O:12][C:11]([CH3:15])([CH3:14])[O:10]3)=[CH:4][N:3]=2)[CH2:22][C@@H:17]1[CH3:16])=[O:24])([CH3:29])([CH3:27])[CH3:28] |f:2.3,6.7.8.9.10|. Reported procedure: To a solution of 114 (1.60 g, 6.91 mmol) in toluene (21.1 mL) under an argon atmosphere was added (S)-tert-butyl 2-methylpiperazine-1-carboxylate (115, 1.38 g, 6.91 mmol, AK Scientific, Inc., Union City, Calif.), sodium tert-butoxide (0.73 g, 7.60 mmol, Sigma-Aldrich), and 2-dicyclohexylphosphino-2′,4′,6′-triisopropylbiphenyl (i.e., “X-Phos,” 0.49 g, 1.04 mmol, Sigma-Aldrich). The mixture was degassed under argon and then tris(dibenzylideneacetone)dipalladium (Pd2(DBA)3, 0.63 g, 0.69 mmol, Sigma... The reactants are C(C)(C)(C)OC(N[C@@H]1C(NCC1)=O)=O ((2-oxopyrrolidin-3-(S)-yl)-carbamic acid tert-butyl ester), BrCC1=CC=C2C=CC(=NC2=C1)Cl (7-bromomethyl-2-chloro-quinoline). The product is C(C)(C)(C)OC(N[C@@H]1C(N(CC1)CC1=CC=C2C=CC(=NC2=C1)Cl)=O)=O ([1-(2-Chloro-quinolin-7-ylmethyl)-2-oxopyrrolidin-3-(S)-yl]-carbamic acid tert-butyl ester). Reaction SMILES: [C:1]([O:5][C:6](=[O:14])[NH:7][C@H:8]1[CH2:12][CH2:11][NH:10][C:9]1=[O:13])([CH3:4])([CH3:3])[CH3:2].Br[CH2:16][C:17]1[CH:26]=[C:25]2[C:20]([CH:21]=[CH:22][C:23]([Cl:27])=[N:24]2)=[CH:19][CH:18]=1>>[C:1]([O:5][C:6](=[O:14])[NH:7][C@H:8]1[CH2:12][CH2:11][N:10]([CH2:16][C:17]2[CH:26]=[C:25]3[C:20]([CH:21]=[CH:22][C:23]([Cl:27])=[N:24]3)=[CH:19][CH:18]=2)[C:9]1=[O:13])([CH3:4])([CH3:2])[CH3:3]. Procedure: The title compound is prepared from (2-oxopyrrolidin-3-(S)-yl)-carbamic acid tert-butyl ester as described in EXAMPLE 1, Part H using 7-bromomethyl-2-chloro-quinoline in place of 7-bromomethyl-1-chloro-isoquinoline. The crude product is triturated in 20% EtOAc/hexanes and filtered to afford the title compound as a beige solid.